Dataset: the Open Reaction Database (ORD), a public repository of structured organic reaction records. Task: describe an organic reaction: reactants, conditions, products, and yield The reactants are ClCCCN1C(CCC2=CC(=CC=C12)[N+](=O)[O-])=O (1-(3-chloropropyl)-6-nitro-3,4-dihydroquinolin-2(1H)-one), C([O-])([O-])=O.[K+].[K+] (potassium carbonate), yellow oil, N1CCCCC1 (piperidine), [I-].[K+] (potassium iodide). Run in C(C)#N (acetonitrile), O (water), ClCCl (dichloromethane). Conditions: temperature 65 celsius, time 18 hour. The product is [N+](=O)([O-])C=1C=C2CCC(N(C2=CC1)CCCN1CCCCC1)=O (6-nitro-1-(3-(piperidin-1-yl)propyl)-3,4-dihydroquinolin-2(1H)-one). RXN SMILES: Cl[CH2:2][CH2:3][CH2:4][N:5]1[C:14]2[C:9](=[CH:10][C:11]([N+:15]([O-:17])=[O:16])=[CH:12][CH:13]=2)[CH2:8][CH2:7][C:6]1=[O:18].[NH:19]1[CH2:24][CH2:23][CH2:22][CH2:21][CH2:20]1.[I-].[K+].C(=O)([O-])[O-].[K+].[K+]>O.ClCCl.C(#N)C>[N+:15]([C:11]1[CH:10]=[C:9]2[C:14](=[CH:13][CH:12]=1)[N:5]([CH2:4][CH2:3][CH2:2][N:19]1[CH2:24][CH2:23][CH2:22][CH2:21][CH2:20]1)[C:6](=[O:18])[CH2:7][CH2:8]2)([O-:17])=[O:16] |f:2.3,4.5.6|. Reported procedure: 1-(3-chloropropyl)-6-nitro-3,4-dihydroquinolin-2(1H)-one (100 mg, 0.359 mmol), piperidine (355 uL, 3.59 mmol), potassium iodide (596 mg, 3.59 mmol) and potassium carbonate (496 mg, 3.59 mmol) were weighed into an argon purged vial fitted with a magnetic stirbar. Anhydrous acetonitrile (4 mL) was added, and the yellow suspension stirred in a heating block at a temperature of 65° C. for 18 hours. As starting material remained, the reaction was stirred at this temperature for an additional 3 days. ... The solvent is CCCCCC (hexane), C(Cl)Cl (methylene chloride). Yield: 70.0%. Reported procedure: BDAM (3.00 grams) was suspended in 40 milliliters of methylene chloride and 2 molar equivalents of THF were added at 0° C. After a homogeneous solution was formed, 1 molar equivalent of TEAL in 10 milliliters of hexane was added followed by 2.20 grams of 4-tert-butylcyclohexanone. After overnight stirring, reaction mixture was hydrolyzed and worked up as described in Example 1. A total of 1.50 grams of 4-tert-butyl-1-methylenecyclohexane was isolated (70% yield). Yields the product C(C)(C)(C)C1CCC(CC1)=C (4-tert-butyl-1-methylenecyclohexane). As a reaction SMILES: [CH2:1]1COCC1.[C:6]([CH:10]1[CH2:15][CH2:14][C:13](=O)[CH2:12][CH2:11]1)([CH3:9])([CH3:8])[CH3:7]>C(Cl)Cl.CCCCCC>[C:6]([CH:10]1[CH2:15][CH2:14][C:13](=[CH2:1])[CH2:12][CH2:11]1)([CH3:9])([CH3:8])[CH3:7]. The reactants are C1CCOC1 (THF), C(C)(C)(C)C1CCC(CC1)=O (4-tert-butylcyclohexanone). Conditions: time 8 hour. The reactants are C(C=C)OC1=C(C(=O)Cl)C=C(C=C1)Cl (2-allyloxy-5-chlorobenzoyl chloride), C(C=C)OC1=C(C(=O)NCCC2=CC=C(C=C2)CC(=O)OCC)C=C(C=C1)Cl (ethyl 4-[2-(2-allyloxy-5-chlorobenzamido)-ethyl]-phenylacetate), C(C=C)OC1=C(C(=O)NCCC2=CC=C(C=C2)CC(=O)O)C=C(C=C1)Cl (4-[2-(2-allyloxy-5-chlorobenzamido)-ethyl]-phenylacetic acid). Yields the product C(CCC)OC1=C(C(=O)NCCC2=CC=C(C=C2)CC(=O)O)C=C(C=C1)Cl (4-[2-(2-Butoxy-5-chlorobenzamido)-ethyl]-phenylacetic acid). RXN SMILES: [CH2:1](OC1C=CC(Cl)=CC=1C(Cl)=O)[CH:2]=C.[CH2:15]([O:18][C:19]1[CH:41]=[CH:40][C:39]([Cl:42])=[CH:38][C:20]=1[C:21]([NH:23][CH2:24][CH2:25][C:26]1[CH:31]=[CH:30][C:29]([CH2:32][C:33]([O:35]CC)=[O:34])=[CH:28][CH:27]=1)=[O:22])[CH:16]=C.C(OC1C=CC(Cl)=CC=1C(NCCC1C=CC(CC(O)=O)=CC=1)=O)C=C>>[CH2:15]([O:18][C:19]1[CH:41]=[CH:40][C:39]([Cl:42])=[CH:38][C:20]=1[C:21]([NH:23][CH2:24][CH2:25][C:26]1[CH:27]=[CH:28][C:29]([CH2:32][C:33]([OH:35])=[O:34])=[CH:30][CH:31]=1)=[O:22])[CH2:16][CH2:1][CH3:2]. Procedure details: with 2-allyloxy-5-chlorobenzoyl chloride, via ethyl 4-[2-(2-allyloxy-5-chlorobenzamido)-ethyl]-phenylacetate, 4-[2-(2-allyloxy-5-chlorobenzamido)-ethyl]-phenylacetic acid; m.p. 104°-105° C., after recrystallization from ethyl acetate. The reactants are C([O-])(O)=O.[Na+] (sodium bicarbonate), C1CCOC1 (THF), C1(=CC=CC=C1)CC(=O)Cl (phenylacetyl chloride), NC1=CC=C(COC=2C=C3CCC(CC3=CC2)CN(C)C)C=C1 (6-[(4-aminobenzyl)oxy]-2-[(N,N-dimethylamino)methyl]tetralin). Solvent: C(C)(=O)OCC (ethyl acetate), N1=CC=CC=C1 (pyridine). Run at time 15 minute. Yields the product C(C1=CC=CC=C1)C(=O)NC1=CC=C(COC=2C=C3CCC(CC3=CC2)CN(C)C)C=C1 (6-[4-(Benzylcarbonylamino)benzyloxy]-2-[(N,N-dimethylamino)methyl]tetralin). Yield: 42.3%. As a reaction SMILES: C1COCC1.[C:6]1([CH2:12][C:13](Cl)=[O:14])[CH:11]=[CH:10][CH:9]=[CH:8][CH:7]=1.[NH2:16][C:17]1[CH:38]=[CH:37][C:20]([CH2:21][O:22][C:23]2[CH:24]=[C:25]3[C:30](=[CH:31][CH:32]=2)[CH2:29][CH:28]([CH2:33][N:34]([CH3:36])[CH3:35])[CH2:27][CH2:26]3)=[CH:19][CH:18]=1.C(=O)(O)[O-].[Na+]>C(OCC)(=O)C.N1C=CC=CC=1>[CH2:12]([C:13]([NH:16][C:17]1[CH:38]=[CH:37][C:20]([CH2:21][O:22][C:23]2[CH:24]=[C:25]3[C:30](=[CH:31][CH:32]=2)[CH2:29][CH:28]([CH2:33][N:34]([CH3:35])[CH3:36])[CH2:27][CH2:26]3)=[CH:19][CH:18]=1)=[O:14])[C:6]1[CH:11]=[CH:10][CH:9]=[CH:8][CH:7]=1 |f:3.4|. Procedure: THF solution (1 ml) of phenylacetyl chloride (200 mg) was added dropwise to pyridine solution (6 ml) of 6-[(4-aminobenzyl)oxy]-2-[(N,N-dimethylamino)methyl]tetralin (300 mg) under ice-cooling, which was stirred for 15 minutes. After stirring at room temperature for further 15 minutes, saturated sodium bicarbonate solution was added to the reaction mixture, and extraction was conducted using ethyl acetate. The organic layer was washed with water and saturated aqueous sodium chloride solution, dri... Starting materials: O=[N+]([O-])c1ccc(Br)s1, O=C([O-])[O-], CN(C)C=O, [K+], [K+], O, Sc1ncnc2[nH]c(-c3ccccc3)cc12. Yields the product O=[N+]([O-])c1ccc(Sc2ncnc3[nH]c(-c4ccccc4)cc23)s1. Reaction SMILES: [Br:1][c:2]1[s:3][c:4]([N+:7](=[O:8])[O-:9])[cH:5][cH:6]1.[C:10](=[O:11])([O-:12])[O-:13].[CH3:16][N:17]([CH3:18])[CH:19]=[O:20].[K+:14].[K+:15].[OH2:37].[c:21]1(-[c:27]2[cH:28][c:29]3[c:30]([n:31][cH:32][n:33][c:34]3[SH:35])[nH:36]2)[cH:22][cH:23][cH:24][cH:25][cH:26]1>>[c:2]1([S:35][c:34]2[c:29]3[cH:28][c:27](-[c:21]4[cH:22][cH:23][cH:24][cH:25][cH:26]4)[nH:36][c:30]3[n:31][cH:32][n:33]2)[s:3][c:4]([N+:7](=[O:8])[O-:9])[cH:5][cH:6]1. Reactants: O.[OH-].[Li+] (lithium hydroxide monohydrate), COC(COC1=C(C=C(C=C1)OCC1=NC(=CC(=N1)C1=CC=C(C=C1)OC)C1=CC=C(C=C1)OC)C)=O ({4-[4,6-Bis-(4-methoxy-phenyl)-pyrimidin-2-ylmethoxy]-2-methyl-phenoxy}-acetic acid methyl ester), O (water). Run in O1CCOCC1 (dioxane). Run at time 5 hour. Product: COC1=CC=C(C=C1)C1=NC(=NC(=C1)C1=CC=C(C=C1)OC)COC1=CC(=C(OCC(=O)O)C=C1)C ({4-[4,6-Bis-(4-methoxy-phenyl)-pyrimidin-2-ylmethoxy]-2-methyl-phenoxy}-acetic acid). As a reaction SMILES: C[O:2][C:3](=[O:37])[CH2:4][O:5][C:6]1[CH:11]=[CH:10][C:9]([O:12][CH2:13][C:14]2[N:19]=[C:18]([C:20]3[CH:25]=[CH:24][C:23]([O:26][CH3:27])=[CH:22][CH:21]=3)[CH:17]=[C:16]([C:28]3[CH:33]=[CH:32][C:31]([O:34][CH3:35])=[CH:30][CH:29]=3)[N:15]=2)=[CH:8][C:7]=1[CH3:36].O.[OH-].[Li+].O>O1CCOCC1>[CH3:35][O:34][C:31]1[CH:30]=[CH:29][C:28]([C:16]2[CH:17]=[C:18]([C:20]3[CH:21]=[CH:22][C:23]([O:26][CH3:27])=[CH:24][CH:25]=3)[N:19]=[C:14]([CH2:13][O:12][C:9]3[CH:10]=[CH:11][C:6]([O:5][CH2:4][C:3]([OH:37])=[O:2])=[C:7]([CH3:36])[CH:8]=3)[N:15]=2)=[CH:33][CH:32]=1 |f:1.2.3|. Procedure: {4-[4,6-Bis-(4-methoxy-phenyl)-pyrimidin-2-ylmethoxy]-2-methyl-phenoxy}-acetic acid methyl ester 25 (0.14 g, 0.28 mmol) from Step D above is dissolved in dioxane (2 mL). Solid lithium hydroxide monohydrate (80 mg, 2.0 mmol) is added, followed by water (0.2 mL). After stirring at room temperature for 5 hours, the mixture is concentrated to dryness. Purification by reversed-phase HPLC afforded {4-[4,6-Bis-(4-methoxy-phenyl)-pyrimidin-2-ylmethoxy]-2-methyl-phenoxy}-acetic acid B1 as a solid. MS cal... The reactants are [Al+3], CCCCOc1ccc(C#N)cc1, CCOCC, [H-], [H-], [H-], [H-], [Li+], O. Product: CCCCOc1ccc(CN)cc1. RXN SMILES: [Al+3:15].[CH2:1]([CH2:2][CH2:3][CH3:4])[O:5][c:6]1[cH:7][cH:8][c:9]([C:10]#[N:11])[cH:12][cH:13]1.[CH3:21][CH2:22][O:23][CH2:24][CH3:25].[H-:14].[H-:17].[H-:18].[H-:19].[Li+:16].[OH2:20]>>[CH2:1]([CH2:2][CH2:3][CH3:4])[O:5][c:6]1[cH:7][cH:8][c:9]([CH2:10][NH2:11])[cH:12][cH:13]1. Reactants: ClC=1C=NC(=NC1)OC=1C=C(C=CC1)O (3-[5-chloro-2-pyrimidyloxy]phenol), ClC1=C(CCl)C=CC(=C1)Cl (2,4 dichlorobenzylchloride), C([O-])([O-])=O.[K+].[K+] (potassium carbonate), [I-].[Na+] (sodium iodide). Solvent: C(C)C(=O)C (methyl ethyl ketone). Yields the product ClC=1C=NC(=NC1)OC1=CC(=CC=C1)OCC1=C(C=C(C=C1)Cl)Cl (5-chloro-2-[3-(2,4-dichlorobenzyloxy)phenoxy]-pyrimidine). The yield is 76.2%. Reaction SMILES: [Cl:1][C:2]1[CH:3]=[N:4][C:5]([O:8][C:9]2[CH:10]=[C:11]([OH:15])[CH:12]=[CH:13][CH:14]=2)=[N:6][CH:7]=1.[Cl:16][C:17]1[CH:24]=[C:23]([Cl:25])[CH:22]=[CH:21][C:18]=1[CH2:19]Cl.C(=O)([O-])[O-].[K+].[K+].[I-].[Na+]>C(C(C)=O)C>[Cl:1][C:2]1[CH:7]=[N:6][C:5]([O:8][C:9]2[CH:14]=[CH:13][CH:12]=[C:11]([O:15][CH2:19][C:18]3[CH:21]=[CH:22][C:23]([Cl:25])=[CH:24][C:17]=3[Cl:16])[CH:10]=2)=[N:4][CH:3]=1 |f:2.3.4,5.6|. Procedure details: A solution of 3-[5-chloro-2-pyrimidyloxy]phenol (1.11 g), 2,4 dichlorobenzylchloride (0.98 g), potassium carbonate (0.76 g) and sodium iodide (0.075 g) in methyl ethyl ketone (25 ml) was refluxed for four hours. After dilution with water, the reaction mixture was extracted into chloroform and the extracts dried over anhydrous magnesium sulphate. Removal of the solvent under vacuum gave a white solid which was recrystallised from ethanol to give 1.45 g (77%) of the title compound, mp 110° C. The reactants are O1CCCC1.CS(=O)C (tetrahydrofuran dimethyl sulfoxide), [BH4-].[Na+] (sodium borohydride), O1C(CCC1)CCC1=CC=C(C=C1)\C=C\[N+](=O)[O-] (4-(2-(tetrahydrofuran-2-yl)-ethyl)-((E)-2-nitro-vinyl)-benzene), C(C)(=O)O (acetic acid). Run in O (Water). Reaction conditions: time 10 minute. Yields the product O1C(CCC1)CCC1=CC=C(C=C1)CC[N+](=O)[O-] (4-(2-(Tetrahydrofuran-2-yl)-ethyl)-(2-nitro-ethyl)-benzene). The yield is 64.7%. As a reaction SMILES: O1CCCC1.CS(C)=O.[O:10]1[CH2:14][CH2:13][CH2:12][CH:11]1[CH2:15][CH2:16][C:17]1[CH:22]=[CH:21][C:20](/[CH:23]=[CH:24]/[N+:25]([O-:27])=[O:26])=[CH:19][CH:18]=1.C(O)(=O)C.[BH4-].[Na+]>O>[O:10]1[CH2:14][CH2:13][CH2:12][CH:11]1[CH2:15][CH2:16][C:17]1[CH:22]=[CH:21][C:20]([CH2:23][CH2:24][N+:25]([O-:27])=[O:26])=[CH:19][CH:18]=1 |f:0.1,4.5|. Procedure details: To a mixed tetrahydrofuran-dimethyl sulfoxide (1:1, 10 mL) solution of 4-(2-(tetrahydrofuran-2-yl)-ethyl)-((E)-2-nitro-vinyl)-benzene (646 mg, 2.61 mmol) described in Manufacturing Example 82-1-4 and acetic acid (0.6 mL) was added sodium borohydride (148 mg, 3.92 mmol) at room temperature while cooling appropriately under nitrogen atmosphere, which was stirred for 10 minutes at room temperature. Water was added dropwise into the reaction mixture at room temperature while cooling appropriately. T... The reactants are N1CCC1 (azetidine), CC1(S(CCC(C1)C1=CNC2=C(C=C(C=C12)C1=CSC(=C1)C=O)C(=O)N)(=O)=O)C (3-(2,2-Dimethyl-1,1-dioxidotetrahydro-2H-thiopyran-4-yl)-5-(5-formyl-3-thienyl)-1H-indole-7-carboxamide), C(C)(=O)O[BH-](OC(C)=O)OC(C)=O.[Na+] (sodium triacetoxyborohydride). The reagents and catalysts are C(C)(=O)O (acetic acid). The solvent is CS(=O)C (dimethyl sulfoxide). Product: N1(CCC1)CC1=CC(=CS1)C=1C=C2C(=CNC2=C(C1)C(=O)N)C1CC(S(CC1)(=O)=O)(C)C (5-[5-(1-Azetidinylmethyl)-3-thienyl]-3-(2,2-dimethyl-1,1-dioxidotetrahydro-2H-thiopyran-4-yl)-1H-indole-7-carboxamide). Isolated yield 36.3%. Reaction SMILES: [CH3:1][C:2]1([CH3:29])[CH2:7][CH:6]([C:8]2[C:16]3[C:11](=[C:12]([C:24]([NH2:26])=[O:25])[CH:13]=[C:14]([C:17]4[CH:21]=[C:20]([CH:22]=O)[S:19][CH:18]=4)[CH:15]=3)[NH:10][CH:9]=2)[CH2:5][CH2:4][S:3]1(=[O:28])=[O:27].[NH:30]1[CH2:33][CH2:32][CH2:31]1.C(O[BH-](OC(=O)C)OC(=O)C)(=O)C.[Na+]>CS(C)=O.C(O)(=O)C>[N:30]1([CH2:22][C:20]2[S:19][CH:18]=[C:17]([C:14]3[CH:15]=[C:16]4[C:11](=[C:12]([C:24]([NH2:26])=[O:25])[CH:13]=3)[NH:10][CH:9]=[C:8]4[CH:6]3[CH2:5][CH2:4][S:3](=[O:28])(=[O:27])[C:2]([CH3:1])([CH3:29])[CH2:7]3)[CH:21]=2)[CH2:33][CH2:32][CH2:31]1 |f:2.3|. Procedure details: 3-(2,2-Dimethyl-1,1-dioxidotetrahydro-2H-thiopyran-4-yl)-5-(5-formyl-3-thienyl)-1H-indole-7-carboxamide (30 mg, 0.070 mmol) was dissolved in dimethyl sulfoxide (1.5 mL) and put in a microwave vial. The mixture was stirred and 1-2 drops of acetic acid and azetidine (0.047 mL, 0.697 mmol) was added. The mixture was left stirring 30 minutes at 23° C., before adding sodium triacetoxyborohydride polymer bound (299 mg, 0.697 mmol). The vial was sealed using a silicon septum, and the mixture left stirr...